Dataset: the Open Reaction Database (ORD), a public repository of structured organic reaction records. Task: describe an organic reaction: reactants, conditions, products, and yield Starting materials: CC(=O)ONC[Si](OC)(OC)C (MeCO2NH—CH2—Si(OMe)2Me), C(CCCCCCCCCCC)(=O)[O-].C(CCCCCCCCCCC)(=O)[O-].C(CCC)[Sn+2]CCCC (dibutyltin dilaurate), CO (methanol). Conditions: temperature 170 celsius. Yields the product N(=C=O)C[SiH2]C(OC)OC ((isocyanatomethyl)dimethoxymethylsilane). RXN SMILES: CC(O[NH:5][CH2:6][Si:7]([CH3:12])(OC)OC)=O.[C:13]([O-:26])(=O)CCCCCCCCCCC.[C:27]([O-:40])(=O)CCCCCCCCCCC.C([Sn+2]CCCC)CCC.[CH3:50][OH:51]>>[N:5]([CH2:6][SiH2:7][CH:12]([O:26][CH3:13])[O:40][CH3:27])=[C:50]=[O:51] |f:1.2.3|. Reported procedure: A reactor connected with a fractionating column and a condenser was charged with 100 g (0.52 mol) of the obtained methyl(N-dimethoxymethylsilylmethyl)carbamate and 13 mg (0.002 mmol) of dibutyltin dilaurate, and the pressure in the system was reduced to 45 mmHg. The mixture was heated to 170° C. While the degradation reaction product methanol was separated and collected, (isocyanatomethyl)dimethoxymethylsilane (OCN—CH2—SiCH3(OCH3)2) was synthesized over 5 hours. The resultant was purified by dis...